This data is from the Open Reaction Database (ORD), a public repository of structured organic reaction records. The task is: describe an organic reaction: reactants, conditions, products, and yield Starting materials: C(C)(=O)NC1=C(C=C(C=C1)O)[N+](=O)[O-] (1-acetamido-4-hydroxy-2-nitrobenzene), C([O-])([O-])=O.[K+].[K+] (potassium carbonate), C(C1=CC=CC=C1)Br (benzyl bromide). Solvent: CC(=O)C (acetone). Product: C(C)(=O)NC1=C(C=C(C=C1)OCC1=CC=CC=C1)[N+](=O)[O-] (1-acetamido-4-benzyloxy-2-nitrobenzene). RXN SMILES: [C:1]([NH:4][C:5]1[CH:10]=[CH:9][C:8]([OH:11])=[CH:7][C:6]=1[N+:12]([O-:14])=[O:13])(=[O:3])[CH3:2].C(=O)([O-])[O-].[K+].[K+].[CH2:21](Br)[C:22]1[CH:27]=[CH:26][CH:25]=[CH:24][CH:23]=1>CC(C)=O>[C:1]([NH:4][C:5]1[CH:10]=[CH:9][C:8]([O:11][CH2:21][C:22]2[CH:27]=[CH:26][CH:25]=[CH:24][CH:23]=2)=[CH:7][C:6]=1[N+:12]([O-:14])=[O:13])(=[O:3])[CH3:2] |f:1.2.3|. Reported procedure: 2.94 G. of 1-acetamido-4-hydroxy-2-nitrobenzene, 4.2 g. anhydrous potassium carbonate and 5.13 g. benzyl bromide were refluxed overnight with stirring in 100 ml. acetone. Evaporation and extraction of the residue with dichloromethane affords 1-acetamido-4-benzyloxy-2-nitrobenzene. This latter compound is treated with sodium hydroxide in methanol, warmed briefly on a steam bath for about 15 minutes until the reaction is complete, diluted with water and extracted with dichloromethane to afford 1-a... Starting materials: C([O-])([O-])=O.[Na+].[Na+] (sodium carbonate), CNC (dimethylamine), ClC1=C(C=CC=C1)C1=NCC=2N(C3=C1C=C(C=C3)N=C=O)C=NN2 ([6-(o-chlorophenyl)-4H-s-triazolo[4,3-a][1,4]benzodiazepin-8-yl]isocyanate), FC1=C(C=CC=C1)C1=NCC=2N(C3=C1C=C(C=C3)NC(=O)NCCO)C=NN2 (1-[6-(o-fluorophenyl)-4H-s-triazolo[4,3-a][1,4]benzodiazepin-8-yl]-3-(2-hydroxyethyl)urea), NC=1C=CC2=C(C(=NCC=3N2C=NN3)C3=C(C=CC=C3)Cl)C1 (8-amino-6-(o-chlorophenyl)-4H-s-triazolo[4,3-a][1,4]benzodiazepine). Run in ClCCCl (1,2-dichloroethane), C(Cl)Cl (methylene chloride). Run at time 25 hour. Product: ClC1=C(C=CC=C1)C1=NCC=2N(C3=C1C=C(C=C3)NC(N(C)C)=O)C=NN2 (3-[6-(o-chlorophenyl)-4H-s-triazolo[4,3-a][1,4]benzodiazepin-8-yl]-1,1-dimethylurea). As a reaction SMILES: [Cl:1][C:2]1[CH:7]=[CH:6][CH:5]=[CH:4][C:3]=1[C:8]1[C:14]2[CH:15]=[C:16]([N:19]=[C:20]=[O:21])[CH:17]=[CH:18][C:13]=2[N:12]2[CH:22]=[N:23][N:24]=[C:11]2[CH2:10][N:9]=1.FC1C=CC=CC=1[C:32]1C2C=C(NC(NCCO)=O)C=CC=2N2C=NN=C2[CH2:34][N:33]=1.NC1C=CC2N3C=NN=C3CN=C(C3C=CC=CC=3Cl)C=2C=1.C(=O)([O-])[O-].[Na+].[Na+].CNC>ClCCCl.C(Cl)Cl>[Cl:1][C:2]1[CH:7]=[CH:6][CH:5]=[CH:4][C:3]=1[C:8]1[C:14]2[CH:15]=[C:16]([NH:19][C:20](=[O:21])[N:33]([CH3:34])[CH3:32])[CH:17]=[CH:18][C:13]=2[N:12]2[CH:22]=[N:23][N:24]=[C:11]2[CH2:10][N:9]=1 |f:3.4.5|. Reported procedure: To a solution of [6-(o-chlorophenyl)-4H-s-triazolo[4,3-a][1,4]benzodiazepin-8-yl]isocyanate, prepared as described in paragraph (a) of Example 1 from 7.0 g (22.6 mmol) of 8-amino-6-(o-chlorophenyl)-4H-s-triazolo[4,3-a][1,4]benzodiazepine, but using methylene chloride in place of 1,2-dichloroethane, is added in one portion while cooling with ice and stirring a suspension of 8.7 g (81.9 mmol) of sodium carbonate in 5.3 g (117.8 mmol) of dimethylamine and 50 ml of 1,2-dichloroethane. The mixture is...